Dataset: the Open Reaction Database (ORD), a public repository of structured organic reaction records. Task: describe an organic reaction: reactants, conditions, products, and yield The reactants are Fc1ccc(F)c(SCCBr)c1, O=C([O-])[O-], CC#N, [I-], [K+], [K+], [K+], COC(=O)C1CNCCC1CCC(=O)c1c(F)cnc2ccc(OC)cc12. The product is COC(=O)C1CN(CCSc2cc(F)ccc2F)CCC1CCC(=O)c1c(F)cnc2ccc(OC)cc12. As a reaction SMILES: [Br:28][CH2:29][CH2:30][S:31][c:32]1[c:33]([F:39])[cH:34][cH:35][c:36]([F:38])[cH:37]1.[C:42](=[O:43])([O-:44])[O-:45].[CH3:48][C:49]#[N:50].[I-:41].[K+:40].[K+:46].[K+:47].[O:1]=[C:2]([CH2:3][CH2:4][CH:5]1[CH:6]([C:11](=[O:12])[O:13][CH3:14])[CH2:7][NH:8][CH2:9][CH2:10]1)[c:15]1[c:16]([F:27])[cH:17][n:18][c:19]2[cH:20][cH:21][c:22]([O:25][CH3:26])[cH:23][c:24]12>>[O:1]=[C:2]([CH2:3][CH2:4][CH:5]1[CH:6]([C:11](=[O:12])[O:13][CH3:14])[CH2:7][N:8]([CH2:29][CH2:30][S:31][c:32]2[c:33]([F:39])[cH:34][cH:35][c:36]([F:38])[cH:37]2)[CH2:9][CH2:10]1)[c:15]1[c:16]([F:27])[cH:17][n:18][c:19]2[cH:20][cH:21][c:22]([O:25][CH3:26])[cH:23][c:24]12. The reactants are ClC1=CC2=C(C=N1)C=NN2C2OCCCC2 (6-chloro-1-(tetrahydro-2H-pyran-2-yl)-1H-pyrazolo[4,3-c]pyridine), ClC1=CC2=C(C=N1)C=NN2 (6-chloro-1H-pyrazolo[4,3-c]pyridine), O1CCCC=C1 (3,4-dihydro-2H-pyran). The reagents and catalysts are S(=O)(=O)(C1=CC=C(C)C=C1)O (Tos-OH). The solvent is O1CCOCC1 (1,4-dioxane). Conditions: temperature 110 celsius. Yields the product ClC1=CC=2C(C=N1)=CN(N2)C2OCCCC2 (6-chloro-2-(tetrahydro-2H-pyran-2-yl)-2H-pyrazolo[4,3-c]pyridine). Yield: 76.0%. As a reaction SMILES: ClC1N=CC2C=NNC=2C=1.O1C=CCCC1.[Cl:17][C:18]1[N:23]=[CH:22][C:21]2[CH:24]=[N:25][N:26]([CH:27]3[CH2:32][CH2:31][CH2:30][CH2:29][O:28]3)[C:20]=2[CH:19]=1>O1CCOCC1.S(O)(C1C=CC(C)=CC=1)(=O)=O>[Cl:17][C:18]1[N:23]=[CH:22][C:21]2=[CH:20][N:26]([CH:27]3[CH2:32][CH2:31][CH2:30][CH2:29][O:28]3)[N:25]=[C:24]2[CH:19]=1. Reported procedure: A mixture of 6-chloro-1H-pyrazolo[4,3-c]pyridine (11.5 g, 0.075 mol) and 3,4-dihydro-2H-pyran (19 g, 0.225 mol) and Tos-OH (0.13 g 0.75 mmol) in 1,4-dioxane (175 mL) was heated at 110° C. overnight. The mixture was cooled to room temperature and concentrated. The crude product was purified by column chromatography on silica gel (petroleum ether/ethyl acetate 20:0˜20:1) to afford a mixture of 6-chloro-1-(tetrahydro-2H-pyran-2-yl)-1H-pyrazolo[4,3-c]pyridine and 6-chloro-2-(tetrahydro-2H-pyran-2-yl...